Dataset: the Open Reaction Database (ORD), a public repository of structured organic reaction records. Task: describe an organic reaction: reactants, conditions, products, and yield Reaction SMILES: [CH2:1]([O:3][C:4](=[O:25])[CH:5]=[C:6]([N:13]1[C:17]2[CH:18]=[CH:19][C:20]([N+:22]([O-])=O)=[CH:21][C:16]=2[N:15]=[CH:14]1)[C:7]1[CH:12]=[CH:11][CH:10]=[CH:9][CH:8]=1)[CH3:2].[CH2:26]([O:28][C:29](=[O:50])[CH:30]=[C:31]([N:38]1[C:42]2[CH:43]=[C:44]([N+:47]([O-])=O)[CH:45]=[CH:46][C:41]=2[N:40]=[CH:39]1)[C:32]1[CH:37]=[CH:36][CH:35]=[CH:34][CH:33]=1)[CH3:27].C([O-])=O.[NH4+]>C(O)C.O.[Pd]>[NH2:47][C:44]1[CH:45]=[CH:46][C:41]2[N:40]=[CH:39][N:38]([CH:31]([C:32]3[CH:33]=[CH:34][CH:35]=[CH:36][CH:37]=3)[CH2:30][C:29]([O:28][CH2:26][CH3:27])=[O:50])[C:42]=2[CH:43]=1.[NH2:22][C:20]1[CH:19]=[CH:18][C:17]2[N:13]([CH:6]([C:7]3[CH:8]=[CH:9][CH:10]=[CH:11][CH:12]=3)[CH2:5][C:4]([O:3][CH2:1][CH3:2])=[O:25])[CH:14]=[N:15][C:16]=2[CH:21]=1 |f:2.3|. Procedure details: To a mixture of ethyl-3-(5-nitro-1H-benzimidazol-1-yl)-3-phenyl-2-propenoate and ethyl-3-(6-nitro-1H-benzimidazol-1-yl)-3-phenyl-2-propenoate (5.34 g, 15.8 mmol) in a mixture of ethanol and water (10:1, 66 mL) was added palladium on carbon (801 mg, 10% w/w Pd) and ammonium formate (6.0 g, 95 mmol). The suspension was heated to reflux, and was stirred at this temperature for 1.5 hours. The reaction mixture was allowed to cool to room temperature, then filtered through Celite®, and the filter pad ... Solvent: C(C)O (ethanol), O (water). Product: NC=1C=CC2=C(N(C=N2)C(CC(=O)OCC)C2=CC=CC=C2)C1 (ethyl 3-(6-amino-1H-benzimidazol-1-yl)-3-phenylpropanoate), Phase I, NC1=CC2=C(N(C=N2)C(CC(=O)OCC)C2=CC=CC=C2)C=C1 (ethyl 3-(5-amino-1H-benzimidazol-1-yl)-3-phenylpropanoate). Reactants: C(C)OC(C=C(C1=CC=CC=C1)N1C=NC2=C1C=CC(=C2)[N+](=O)[O-])=O (ethyl-3-(5-nitro-1H-benzimidazol-1-yl)-3-phenyl-2-propenoate), C(C)OC(C=C(C1=CC=CC=C1)N1C=NC2=C1C=C(C=C2)[N+](=O)[O-])=O (ethyl-3-(6-nitro-1H-benzimidazol-1-yl)-3-phenyl-2-propenoate), C(=O)[O-].[NH4+] (ammonium formate). Conditions: time 1.5 hour. Reagents/catalysts: [Pd] (palladium on carbon). Starting materials: O=C([O-])O, C1CCOC1, COCOc1ccc(-c2ccc3c(c2)C=C(C(=O)Nc2ccc(CN(C)C4CCOCC4)cc2)CCS3(=O)=O)cc1, CC(C)=O, [Na+], O=S(=O)(O)O. Product: CN(Cc1ccc(NC(=O)C2=Cc3cc(-c4ccc(O)cc4)ccc3S(=O)(=O)CC2)cc1)C1CCOCC1. As a reaction SMILES: [C:47](=[O:48])([OH:49])[O-:50].[CH2:52]1[O:53][CH2:54][CH2:55][CH2:56]1.[CH3:1][O:2][CH2:3][O:4][c:5]1[cH:6][cH:7][c:8](-[c:11]2[cH:12][cH:13][c:14]3[c:15]([cH:41]2)[CH:16]=[C:17]([C:23](=[O:24])[NH:25][c:26]2[cH:27][cH:28][c:29]([CH2:32][N:33]([CH:34]4[CH2:35][CH2:36][O:37][CH2:38][CH2:39]4)[CH3:40])[cH:30][cH:31]2)[CH2:18][CH2:19][S:20]3(=[O:21])=[O:22])[cH:9][cH:10]1.[CH3:57][C:58](=[O:59])[CH3:60].[Na+:51].[S:42](=[O:43])(=[O:44])([OH:45])[OH:46]>>[OH:4][c:5]1[cH:6][cH:7][c:8](-[c:11]2[cH:12][cH:13][c:14]3[c:15]([cH:41]2)[CH:16]=[C:17]([C:23](=[O:24])[NH:25][c:26]2[cH:27][cH:28][c:29]([CH2:32][N:33]([CH:34]4[CH2:35][CH2:36][O:37][CH2:38][CH2:39]4)[CH3:40])[cH:30][cH:31]2)[CH2:18][CH2:19][S:20]3(=[O:21])=[O:22])[cH:9][cH:10]1. The reactants are Cc1oc(-c2ccc(N(C)c3ccccc3)cc2)nc1CCOCc1ccccc1, C1CCOC1, CCO, [H][H]. The product is Cc1oc(-c2ccc(N(C)c3ccccc3)cc2)nc1CCO. Reaction SMILES: [CH2:1]([c:2]1[cH:3][cH:4][cH:5][cH:6][cH:7]1)[O:8][CH2:9][CH2:10][c:11]1[n:12][c:13](-[c:17]2[cH:18][cH:19][c:20]([N:23]([c:24]3[cH:25][cH:26][cH:27][cH:28][cH:29]3)[CH3:30])[cH:21][cH:22]2)[o:14][c:15]1[CH3:16].[CH2:33]1[O:34][CH2:35][CH2:36][CH2:37]1.[CH3:38][CH2:39][OH:40].[H:31][H:32]>>[OH:8][CH2:9][CH2:10][c:11]1[n:12][c:13](-[c:17]2[cH:18][cH:19][c:20]([N:23]([c:24]3[cH:25][cH:26][cH:27][cH:28][cH:29]3)[CH3:30])[cH:21][cH:22]2)[o:14][c:15]1[CH3:16]. The reactants are CC(=O)Cl, COC(=O)C(C(C)C)S(=O)(=O)Nc1nc(OC)cc(OC)n1, ClCCl, c1ccncc1. Yields the product COC(=O)C(C(C)C)S(=O)(=O)N(C(C)=O)c1nc(OC)cc(OC)n1. RXN SMILES: [CH3:1][C:2]([Cl:3])=[O:4].[CH3:5][O:6][c:7]1[n:8][c:9]([NH:15][S:16](=[O:17])(=[O:18])[CH:19]([C:20](=[O:21])[O:22][CH3:23])[CH:24]([CH3:25])[CH3:26])[n:10][c:11]([O:13][CH3:14])[cH:12]1.[Cl:33][CH2:34][Cl:35].[cH:27]1[cH:28][cH:29][n:30][cH:31][cH:32]1>>[CH3:1][C:2](=[O:4])[N:15]([c:9]1[n:8][c:7]([O:6][CH3:5])[cH:12][c:11]([O:13][CH3:14])[n:10]1)[S:16](=[O:17])(=[O:18])[CH:19]([C:20](=[O:21])[O:22][CH3:23])[CH:24]([CH3:25])[CH3:26]. Starting materials: COC(=O)Cc1ccc(C#Cc2ccc(C3(OCc4ccccc4)CC3)cc2)cc1, CCO, [Na+], C1CCOC1, [OH-]. Product: O=C(O)Cc1ccc(C#Cc2ccc(C3(OCc4ccccc4)CC3)cc2)cc1. As a reaction SMILES: [CH2:1]([c:2]1[cH:3][cH:4][cH:5][cH:6][cH:7]1)[O:8][C:9]1([c:12]2[cH:13][cH:14][c:15]([C:18]#[C:19][c:20]3[cH:21][cH:22][c:23]([CH2:26][C:27](=[O:28])[O:29][CH3:30])[cH:24][cH:25]3)[cH:16][cH:17]2)[CH2:10][CH2:11]1.[CH3:33][CH2:34][OH:35].[Na+:32].[O:36]1[CH2:37][CH2:38][CH2:39][CH2:40]1.[OH-:31]>>[CH2:1]([c:2]1[cH:3][cH:4][cH:5][cH:6][cH:7]1)[O:8][C:9]1([c:12]2[cH:13][cH:14][c:15]([C:18]#[C:19][c:20]3[cH:21][cH:22][c:23]([CH2:26][C:27](=[O:28])[OH:29])[cH:24][cH:25]3)[cH:16][cH:17]2)[CH2:10][CH2:11]1.